Dataset: the Open Reaction Database (ORD), a public repository of structured organic reaction records. Task: describe an organic reaction: reactants, conditions, products, and yield Starting materials: C[Mg]Br (methylmagnesium bromide), C1CC2=CC=CC=C2C(=O)C3=CC=CC=C31 (dibenzosuberone). Run in C1CCOC1 (THF). Run at time 2 hour. Yields the product C=C1C2=C(CCC3=C1C=CC=C3)C=CC=C2 (5-Methylene-10,11-dihydro-5H-dibenzo[a,d]cycloheptene). Yield: 84.4%. RXN SMILES: [CH3:1][Mg]Br.[CH2:4]1[C:19]2[C:14](=[CH:15][CH:16]=[CH:17][CH:18]=2)[C:12](=O)[C:11]2[C:6](=[CH:7][CH:8]=[CH:9][CH:10]=2)[CH2:5]1>C1COCC1>[CH2:1]=[C:12]1[C:14]2[CH:15]=[CH:16][CH:17]=[CH:18][C:19]=2[CH2:4][CH2:5][C:6]2[CH:7]=[CH:8][CH:9]=[CH:10][C:11]1=2. Procedure details: Add methylmagnesium bromide (3M solution in Et2O, 48.0 mL, 144 mmol) dropwise to a cooled (0° C.) solution of dibenzosuberone (20.0 g, 96.03 mmol) in THF (140 mL) under N2 (exothermic). Let solution warm up to room temperature and continue stirring for 2 h. Cool solution to 0° C. and quench with saturated aqueous NH4Cl (exothermic, emits gas). Extract into ethyl acetate, dry organics (MgSO4) and concentrate in-vacuo. Dissolve residue in 4N HCl/dioxane (40 mL) and stir at room temperature overnig...